This data is from the Open Reaction Database (ORD), a public repository of structured organic reaction records. The task is: describe an organic reaction: reactants, conditions, products, and yield Reactants: O=Cc1cccc(Br)c1, COC(=O)c1ccc(N)c(Cl)c1, Cc1ccccc1, Cc1ccc(S(=O)(=O)O)cc1. The product is COC(=O)c1ccc(N=Cc2cccc(Br)c2)c(Cl)c1. Reaction SMILES: [Br:13][c:14]1[cH:15][c:16]([CH:17]=[O:18])[cH:19][cH:20][cH:21]1.[CH3:1][O:2][C:3]([c:4]1[cH:5][c:6]([Cl:11])[c:7]([NH2:10])[cH:8][cH:9]1)=[O:12].[CH3:33][c:34]1[cH:35][cH:36][cH:37][cH:38][cH:39]1.[c:22]1([CH3:23])[cH:24][cH:25][c:26]([S:27]([OH:28])(=[O:29])=[O:30])[cH:31][cH:32]1>>[CH3:1][O:2][C:3]([c:4]1[cH:5][c:6]([Cl:11])[c:7]([N:10]=[CH:17][c:16]2[cH:15][c:14]([Br:13])[cH:21][cH:20][cH:19]2)[cH:8][cH:9]1)=[O:12]. Starting materials: OCCCN1N=CC(=C1)C=1C=CC(=C2C(N(CC12)C)=O)NC1=NC(=NC=C1C(F)(F)F)NC1=C(C=C(CP(OCC)(OCC)=O)C=C1)OC (diethyl (4-{[4-({7-[1-(3-hydroxypropyl)-1H-pyrazol-4-yl]-2-methyl-3-oxo-2,3-dihydro-1H-isoindol-4-yl}amino)-5-(trifluoromethyl)pyrimidin-2-yl]amino}-3-methoxybenzyl)phosphonate), NC1=CC=C(C(=C1C(=O)NC)Cl)C=1C=NN(C1)CCCO (6-amino-2-chloro-3-[1-(3-hydroxypropyl)-1H-pyrazol-4-yl]-N-methylbenzamide), NC1=CC=C(C(=C1C(=O)NC)Cl)C=1C=NN(C1)CCCO (6-amino-2-chloro-3-[1-(3-hydroxypropyl)-1H-pyrazol-4-yl]-N-methylbenzamide). Product: ClC=1C(=C(C=CC1C=1C=NN(C1)CCCO)NC1=NC(=NC=C1C(F)(F)F)NC1=C(C=C(CP(OCC)(OCC)=O)C=C1)OC)C(NC)=O (Diethyl (4-{[4-({3-chloro-4-[1-(3-hydroxypropyl)-1H-pyrazol-4-yl]-2-(methylcarbamoyl)phenyl}amino)-5-(trifluoromethyl)pyrimidin-2-yl]amino}-3-methoxy benzyl)phosphonate). Yield: 3.0%. Reaction SMILES: [OH:1][CH2:2][CH2:3][CH2:4][N:5]1[CH:9]=[C:8]([C:10]2[CH:11]=[CH:12][C:13]([NH:21][C:22]3[C:27]([C:28]([F:31])([F:30])[F:29])=[CH:26][N:25]=[C:24]([NH:32][C:33]4[CH:47]=[CH:46][C:36]([CH2:37][P:38](=[O:45])([O:42][CH2:43][CH3:44])[O:39][CH2:40][CH3:41])=[CH:35][C:34]=4[O:48][CH3:49])[N:23]=3)=[C:14]3[C:18]=2[CH2:17][N:16](C)[C:15]3=[O:20])[CH:7]=[N:6]1.NC1C(C(NC)=O)=C([Cl:61])C(C2C=NN(CCCO)C=2)=CC=1>>[Cl:61][C:18]1[C:14]([C:15](=[O:20])[NH:16][CH3:17])=[C:13]([NH:21][C:22]2[C:27]([C:28]([F:31])([F:30])[F:29])=[CH:26][N:25]=[C:24]([NH:32][C:33]3[CH:47]=[CH:46][C:36]([CH2:37][P:38](=[O:45])([O:42][CH2:43][CH3:44])[O:39][CH2:40][CH3:41])=[CH:35][C:34]=3[O:48][CH3:49])[N:23]=2)[CH:12]=[CH:11][C:10]=1[C:8]1[CH:7]=[N:6][N:5]([CH2:4][CH2:3][CH2:2][OH:1])[CH:9]=1. Procedure details: Prepared analogously to Compound 1B replacing Compound 1C with 6-amino-2-chloro-3-[1-(3-hydroxypropyl)-1H-pyrazol-4-yl]-N-methylbenzamide (Compound 28C, 274 mg, 887 μmol) to afford 21 mg of the title compound (3%). 1H NMR (400 MHz, CD3OD) δ=8.31 (s, 1H), 8.17 (s, 1H), 7.93 (s, 1H), 7.84 (d, J=7.8 Hz, 1H), 7.79 (d, J=8.6 Hz, 1H), 7.65 (d, J=8.6 Hz, 1H), 6.94 (t, J=2.0 Hz, 1H), 6.66 (d, J=7.8 Hz, 1H), 4.34 (t, J=6.8 Hz, 2H), 3.95-4.05 (m, 4H), 3.89 (s, 3H), 3.59 (t, J=6.2 Hz, 2H), 3.20 (s, 1H), 3....